Dataset: the Open Reaction Database (ORD), a public repository of structured organic reaction records. Task: describe an organic reaction: reactants, conditions, products, and yield Reaction SMILES: Br[C:2]1[C:3]([C:20]2[S:21][C:22]([Cl:25])=[CH:23][CH:24]=2)=[N:4][C:5]([NH:8][CH2:9][CH2:10][N:11]2[C:15]([CH3:17])([CH3:16])[C:14](=[O:18])[NH:13][C:12]2=[O:19])=[N:6][CH:7]=1.CC1(C)C(C)(C)OB([C:34]2[CH:42]=[C:41]3[C:37]([CH2:38][C:39](=[O:43])[NH:40]3)=[CH:36][CH:35]=2)O1>>[Cl:25][C:22]1[S:21][C:20]([C:3]2[C:2]([C:34]3[CH:42]=[C:41]4[C:37]([CH2:38][C:39](=[O:43])[NH:40]4)=[CH:36][CH:35]=3)=[CH:7][N:6]=[C:5]([NH:8][CH2:9][CH2:10][N:11]3[C:15]([CH3:17])([CH3:16])[C:14](=[O:18])[NH:13][C:12]3=[O:19])[N:4]=2)=[CH:24][CH:23]=1. Product: ClC1=CC=C(S1)C1=NC(=NC=C1C1=CC=C2CC(NC2=C1)=O)NCCN1C(NC(C1(C)C)=O)=O (1-{2-[4-(5-Chlorothiophen-2-yl)-5-(2-oxoindolin-6-yl)pyrimidin-2-ylamino]ethyl}-5,5-dimethylimidazolidine-2,4-dione). Reactants: BrC=1C(=NC(=NC1)NCCN1C(NC(C1(C)C)=O)=O)C=1SC(=CC1)Cl (1-{2-[5-bromo-4-(5-chlorothiophen-2-yl)pyrimidin-2-ylamino]ethyl}-5,5-dimethylimidazolidine-2,4-dione), CC1(OB(OC1(C)C)C1=CC=C2CC(NC2=C1)=O)C (6-(4,4,5,5-tetramethyl-1,3,2-dioxaborolan-2-yl)indolin-2-one). Procedure: The title compound was prepared from 1-{2-[5-bromo-4-(5-chlorothiophen-2-yl)pyrimidin-2-ylamino]ethyl}-5,5-dimethylimidazolidine-2,4-dione and 6-(4,4,5,5-tetramethyl-1,3,2-dioxaborolan-2-yl)indolin-2-one in a manner analogous to Example 269. MS (M+H)+ 497. The reactants are [C@@H]1(C[C@H](O)[C@@H](CO)O1)N1C(=O)NC(=O)C(C)=C1 (thymidine), NC1=NC(=C2N=CNC2=N1)N1CCC1 (2-Amino-6-azetidinyl-9H-purine), Purine nucleoside, F[C@H]1C[C@@H](O[C@@H]1CO)N1C(=O)NC(=O)C=C1 (2',3'-dideoxy-3'-fluorouridine), [N-]=[N+]=[N-].[K+] (potassium azide). Run in CO (MeOH), P(=O)([O-])([O-])[O-].[K+].[K+].[K+] (potassium phosphate). Run at temperature 45 celsius, time 7 day. Yields the product NC1=NC(=C2N=CN(C2=N1)[C@H]1C[C@@H]([C@H](O1)CO)F)N1CCC1 (2-amino-6-azetidinyl-9-(2,3-dideoxy-3-fluoro-β-D-erythro-pentofuranosyl)-9H-purine). Isolated yield 70.6%. As a reaction SMILES: [NH2:1][C:2]1[N:10]=[C:9]2[C:5]([N:6]=[CH:7][NH:8]2)=[C:4]([N:11]2[CH2:14][CH2:13][CH2:12]2)[N:3]=1.[F:15][C@@H:16]1[C@@H:20]([CH2:21][OH:22])[O:19][C@@H:18](N2C=CC(=O)NC2=O)[CH2:17]1.[N-]=[N+]=[N-].[K+].[C@@H]1(N2C=C(C)C(=O)NC2=O)O[C@H](CO)[C@@H](O)C1>P([O-])([O-])([O-])=O.[K+].[K+].[K+].CO>[NH2:1][C:2]1[N:10]=[C:9]2[C:5]([N:6]=[CH:7][N:8]2[C@@H:18]2[O:19][C@H:20]([CH2:21][OH:22])[C@@H:16]([F:15])[CH2:17]2)=[C:4]([N:11]2[CH2:14][CH2:13][CH2:12]2)[N:3]=1 |f:2.3,5.6.7.8|. Procedure details: 2-Amino-6-azetidinyl-9H-purine (0.50 g, 2.6 mmoles) and 2',3'-dideoxy-3'-fluorouridine (0.71 g, 3.1 mmoles) were suspended in 50 ml, 10 mM potassium phosphate buffer, pH 7.0, containing 0.04% potassium azide. Purine nucleoside phosphorylase (1120 I.U.) and thymidine phosphorylase (10,000 I.U.) (Krenitsky et al., Biochemistry, 20, 3615 (1981) and U.S. Pat. No. 4,381,344) immobilized on DEAE cellulose was added to the reaction and the suspension was stirred at 45° C. After 7 days, 170 ml MeOH was ... Reactants: COc1ccc(N)cc1, COc1cccc2cc(C(=O)O)oc12. The product is COc1ccc(NC(=O)c2cc3cccc(OC)c3o2)cc1. RXN SMILES: [CH3:15][O:16][c:17]1[cH:18][cH:19][c:20]([NH2:23])[cH:21][cH:22]1.[CH3:1][O:2][c:3]1[cH:4][cH:5][cH:6][c:7]2[cH:8][c:9]([C:12](=[O:13])[OH:14])[o:10][c:11]12>>[CH3:1][O:2][c:3]1[cH:4][cH:5][cH:6][c:7]2[cH:8][c:9]([C:12](=[O:14])[NH:23][c:20]3[cH:19][cH:18][c:17]([O:16][CH3:15])[cH:22][cH:21]3)[o:10][c:11]12. Reactants: ClCl (chlorine), FC=1C=C(C(=O)Cl)C=C(C1C)F (3,5-difluoro-4-methyl-benzoyl chloride), II (I2). Product: FC=1C=C(C(=O)Cl)C(=C(C1C)F)Cl (3,5-difluoro-4-methyl-6-chlorobenzoyl chloride). The yield is 53.2%. As a reaction SMILES: [Cl:1]Cl.[F:3][C:4]1[CH:5]=[C:6]([CH:10]=[C:11]([F:14])[C:12]=1[CH3:13])[C:7]([Cl:9])=[O:8].II>>[F:3][C:4]1[CH:5]=[C:6]([C:10]([Cl:1])=[C:11]([F:14])[C:12]=1[CH3:13])[C:7]([Cl:9])=[O:8]. Procedure: 30 g of chlorine are passed into 70 g of 3,5-difluoro-4-methyl-benzoyl chloride and a spatula-tip of FeS and I2 at 40°-45°, with slight cooling. The mixture is then flushed with nitrogen, the residue is coarsely distilled and the distillate is fractionated. 44 g of 3,5-difluoro-4-methyl-6-chlorobenzoyl chloride of boiling point: 109°/16 mbar, nD20 : 1.5342 are obtained. 3,5-Difluoro-2,6-dichloro-4-methyl-benzoyl chloride of boiling point b.p: 109°/13 mbar, nD20 : 1.5274 are obtained from the las...